Dataset: the Open Reaction Database (ORD), a public repository of structured organic reaction records. Task: describe an organic reaction: reactants, conditions, products, and yield Reactants: BrC=1C=C(CN2C(N(C(C3=C2C=CS3)=O)O)=O)C=CC1 (1-(3-Bromo-benzyl)-3-hydroxy-1H-thieno[3,2-d]pyrimidine-2,4-dione), C(C)(=O)C=1C=C(C=CC1)B(O)O (3-acetyl-phenyl boronic acid). The product is C(C)(=O)C=1C=C(C=CC1)C1=CC(=CC=C1)CN1C(N(C(C2=C1C=CS2)=O)O)=O (1-(3′-Acetyl-biphenyl-3-ylmethyl)-3-hydroxy-1H-thieno[3,2-d]pyrimidine-2,4-dione). Reaction SMILES: Br[C:2]1[CH:3]=[C:4]([CH:18]=[CH:19][CH:20]=1)[CH2:5][N:6]1[C:11]2[CH:12]=[CH:13][S:14][C:10]=2[C:9](=[O:15])[N:8]([OH:16])[C:7]1=[O:17].[C:21]([C:24]1[CH:25]=[C:26](B(O)O)[CH:27]=[CH:28][CH:29]=1)(=[O:23])[CH3:22]>>[C:21]([C:24]1[CH:29]=[C:28]([C:2]2[CH:20]=[CH:19][CH:18]=[C:4]([CH2:5][N:6]3[C:11]4[CH:12]=[CH:13][S:14][C:10]=4[C:9](=[O:15])[N:8]([OH:16])[C:7]3=[O:17])[CH:3]=2)[CH:27]=[CH:26][CH:25]=1)(=[O:23])[CH3:22]. Procedure: The title compound was prepared from 1-(3-Bromo-benzyl)-3-hydroxy-1H-thieno[3,2-d]pyrimidine-2,4-dione (from previous example) and 3-acetyl-phenyl boronic acid via general procedure C. The crude product was purified by mass-triggered preparative HPLC. The reactants are ClC1=C(C(=NC=C1)C)OC(F)F (4-chloro-3-difluoromethoxy-2-methylpyridine), ClC1=CC(=CC=C1)C(=O)OO (3-chloro-perbenzoic acid). Run in ClCCl (dichloromethane). Reaction conditions: temperature 5 celsius, time 12 hour. Yields the product ClC1=C(C(=[N+](C=C1)[O-])C)OC(F)F (4-chloro-3-difloromethoxy-2-methylpyridine N-oxide). Yield: 94.3%. As a reaction SMILES: [Cl:1][C:2]1[CH:7]=[CH:6][N:5]=[C:4]([CH3:8])[C:3]=1[O:9][CH:10]([F:12])[F:11].ClC1C=CC=C(C(OO)=[O:21])C=1>ClCCl>[Cl:1][C:2]1[CH:7]=[CH:6][N+:5]([O-:21])=[C:4]([CH3:8])[C:3]=1[O:9][CH:10]([F:11])[F:12]. Reported procedure: 76.38 g of 4-chloro-3-difluoromethoxy-2-methylpyridine (XIX) was dissolved in 2500 ml of anhydrous dichloromethane, to which 93.62 g of 3-chloro-perbenzoic acid was added under cooling with ice, and the resulting mixture was stirred at 5° C. for 12 hours. The resulting organic layer was washed with 5% sodium carbonate solution, and thereafter, dried over anhydrous sodium sulfate. The solvent was distilled off under reduced pressure to obtain 77.97 g of 4-chloro-3-difloromethoxy-2-methylpyridine ...